From a dataset of the Open Reaction Database (ORD), a public repository of structured organic reaction records. describe an organic reaction: reactants, conditions, products, and yield Starting materials: NC1=C(C=CC=C1)CC(NC)C=1SC=CC1C (2-amino-N-methyl-α-(3-methyl-2-thienyl)benzeneethanamine), C(CCC)(OC)(OC)OC (trimethyl orthobutyrate). Solvent: C(C)(=O)O (acetic acid). Yields the product CN1C(=NC2=C(CC1C=1SC=CC1C)C=CC=C2)CCC (4,5-dihydro-3-methyl-4-(3-methyl-2-thienyl)-2-(1-propyl)-3H-1,3-benzodiazepine). RXN SMILES: [NH2:1][C:2]1[CH:7]=[CH:6][CH:5]=[CH:4][C:3]=1[CH2:8][CH:9]([C:12]1[S:13][CH:14]=[CH:15][C:16]=1[CH3:17])[NH:10][CH3:11].[C:18](OC)(OC)(OC)[CH2:19][CH2:20][CH3:21]>C(O)(=O)C>[CH3:11][N:10]1[CH:9]([C:12]2[S:13][CH:14]=[CH:15][C:16]=2[CH3:17])[CH2:8][C:3]2[CH:4]=[CH:5][CH:6]=[CH:7][C:2]=2[N:1]=[C:18]1[CH2:19][CH2:20][CH3:21]. Reported procedure: A solution of 5.0 g of 2-amino-N-methyl-α-(3-methyl-2-thienyl)benzeneethanamine, 18.02 ml trimethyl orthobutyrate and 6.8 ml of glacial acetic acid was refluxed for 8 hours under a nitrogen atmosphere. The solution was concentrated at 40° C. on a rotary evaporator and the residual oil was acidified with 10% hydrochloric acid solution (60 ml) and extracted with diethyl ether (3×70 ml). The acidic aqueous phase was basified with 10% sodium hydroxide solution (100 ml) and extracted with diethyl eth...